This data is from the Open Reaction Database (ORD), a public repository of structured organic reaction records. The task is: describe an organic reaction: reactants, conditions, products, and yield Starting materials: Cl.ON (hydroxyamine hydrochloride), C([O-])([O-])=O.[K+].[K+] (potassium carbonate), C(#N)C1=CC(=NC=C1)N1CCN(CC1)C(=O)OCC(C)(C)C (2,2-Dimethylpropyl 4-(4-cyanopyridin-2-yl)-1-piperazinecarboxylate). The solvent is C(C)O (ethanol). The product is NC(C1=CC(=NC=C1)N1CCN(CC1)C(=O)OCC(C)(C)C)=NO (2,2-dimethylpropyl 4-{4-[amino(hydroxyimino)methyl]pyridin-2-yl}-1-piperazinecarboxylate). The yield is 110.1%. Reaction SMILES: [C:1]([C:3]1[CH:8]=[CH:7][N:6]=[C:5]([N:9]2[CH2:14][CH2:13][N:12]([C:15]([O:17][CH2:18][C:19]([CH3:22])([CH3:21])[CH3:20])=[O:16])[CH2:11][CH2:10]2)[CH:4]=1)#[N:2].Cl.[OH:24][NH2:25].C(=O)([O-])[O-].[K+].[K+]>C(O)C>[NH2:2][C:1](=[N:25][OH:24])[C:3]1[CH:8]=[CH:7][N:6]=[C:5]([N:9]2[CH2:10][CH2:11][N:12]([C:15]([O:17][CH2:18][C:19]([CH3:22])([CH3:21])[CH3:20])=[O:16])[CH2:13][CH2:14]2)[CH:4]=1 |f:1.2,3.4.5|. Procedure: 2,2-Dimethylpropyl 4-(4-cyanopyridin-2-yl)piperazine-1-carboxylate (1.67 g) obtained in Example 2 was dissolved in ethanol (10 mL), and hydroxyamine hydrochloride (1.17 g) and potassium carbonate (3.11 g) were added thereto, heated under reflux for 2 hours, and the solvent was evaporated away, the resulting residue was diluted with ethyl acetate, washed with water and saturated saline water, and dried with anhydrous sodium sulfate. The solvent was evaporated away to obtain 2.04 g of the entitled... Starting materials: c1ccc(CN2CCN(c3ccc4[nH]ncc4c3)C(CC3CCOCC3)C2)cc1, CO, O=C[O-], [NH4+], [OH-], [OH-], [Pd+2]. The product is c1cc2[nH]ncc2cc1N1CCNCC1CC1CCOCC1. As a reaction SMILES: [CH2:1]([c:2]1[cH:3][cH:4][cH:5][cH:6][cH:7]1)[N:8]1[CH2:9][CH:10]([CH2:23][CH:24]2[CH2:25][CH2:26][O:27][CH2:28][CH2:29]2)[N:11]([c:14]2[cH:15][c:16]3[cH:17][n:18][nH:19][c:20]3[cH:21][cH:22]2)[CH2:12][CH2:13]1.[CH3:34][OH:35].[CH:30]([O-:31])=[O:32].[NH4+:33].[OH-:36].[OH-:37].[Pd+2:38]>>[NH:8]1[CH2:9][CH:10]([CH2:23][CH:24]2[CH2:25][CH2:26][O:27][CH2:28][CH2:29]2)[N:11]([c:14]2[cH:15][c:16]3[cH:17][n:18][nH:19][c:20]3[cH:21][cH:22]2)[CH2:12][CH2:13]1. The reactants are CC(C)(C)OC(=O)C(C1NC(C(=O)OCc2ccccc2)C2(CCN(c3ccccc3)CC2)S1)N1C(=O)c2ccccc2C1=O, CN(C)C=O, Cl, NN, O, O. The product is CC(C)(C)OC(=O)C(N)C1NC(C(=O)OCc2ccccc2)C2(CCN(c3ccccc3)CC2)S1. As a reaction SMILES: [CH2:1]([c:2]1[cH:3][cH:4][cH:5][cH:6][cH:7]1)[O:8][C:9](=[O:10])[CH:11]1[NH:12][CH:13]([CH:27]([C:28](=[O:29])[O:30][C:31]([CH3:32])([CH3:33])[CH3:34])[N:35]2[C:36](=[O:37])[c:38]3[cH:39][cH:40][cH:41][cH:42][c:43]3[C:44]2=[O:45])[S:14][C:15]12[CH2:16][CH2:17][N:18]([c:21]1[cH:22][cH:23][cH:24][cH:25][cH:26]1)[CH2:19][CH2:20]2.[CH3:51][N:52]([CH3:53])[CH:54]=[O:55].[ClH:49].[NH2:47][NH2:48].[OH2:46].[OH2:50]>>[CH2:1]([c:2]1[cH:3][cH:4][cH:5][cH:6][cH:7]1)[O:8][C:9](=[O:10])[CH:11]1[NH:12][CH:13]([CH:27]([C:28](=[O:29])[O:30][C:31]([CH3:32])([CH3:33])[CH3:34])[NH2:35])[S:14][C:15]12[CH2:16][CH2:17][N:18]([c:21]1[cH:22][cH:23][cH:24][cH:25][cH:26]1)[CH2:19][CH2:20]2.